Dataset: the Open Reaction Database (ORD), a public repository of structured organic reaction records. Task: describe an organic reaction: reactants, conditions, products, and yield The reactants are C(C)O (ethanol), O=C(O)[C@@H](N)CC1=CC=C(O)C(O)=C1 (L-DOPA), Cl (HCl). Conditions: temperature 15 celsius, time 1 hour. Product: CCOC(=O)[C@H](CC1=CC(=C(C=C1)O)O)N (L-DOPA Ethyl Ester). Reaction SMILES: [CH2:1]([OH:3])[CH3:2].[O:4]=[C:5]([C@H:7]([CH2:9][C:10]1[CH:17]=[C:15]([OH:16])[C:13]([OH:14])=[CH:12][CH:11]=1)[NH2:8])O.Cl>>[CH3:2][CH2:1][O:3][C:5]([C@@H:7]([NH2:8])[CH2:9][C:10]1[CH:11]=[CH:12][C:13]([OH:14])=[C:15]([OH:16])[CH:17]=1)=[O:4]. Procedure details: Absolute ethanol (395 g, 500 ml, 8.58 moles, 17 eq.) and L-DOPA (100 g, 0.507 moles, 1 eq.) are introduced into 1 L reactor. The batch is cooled to 15° C. and HCl(g) (37.01 g, 1.014 mole, 2 eq.) is bubbled into the reaction mixture at 15-30° C. The reaction is heated to reflux (79° C.) and kept at reflux for 3 hours. The batch is then cooled to 40° C. and 350-400 ml of solvent is distilled out under vacuum during 1.5-2 hours (50 mbar, jacket temperature 60° C.). Deionized water (220 ml) is intro... The reactants are ClC1=C(C(=NN1C1=C(C=C(C=C1Cl)C(F)(F)F)Cl)C#N)C#C (5-chloro-3-cyano-1-(2,6-dichloro-4-trifluoromethylphenyl)4-ethynylpyrazole), BrN1C(CCC1=O)=O (N-bromosuccinimide). The reagents and catalysts are [N+](=O)([O-])[O-].[Ag+] (silver nitrate). The solvent is CC(=O)C (acetone). Run at time 1 hour. The product is BrC#CC=1C(=NN(C1Cl)C1=C(C=C(C=C1Cl)C(F)(F)F)Cl)C#N (4-Bromoethynyl-5-chloro-3-cyano-1-(2,6-dichloro-4-trifluoromethylphenyl)pyrazole). Reaction SMILES: [Cl:1][C:2]1[N:6]([C:7]2[C:12]([Cl:13])=[CH:11][C:10]([C:14]([F:17])([F:16])[F:15])=[CH:9][C:8]=2[Cl:18])[N:5]=[C:4]([C:19]#[N:20])[C:3]=1[C:21]#[CH:22].[Br:23]N1C(=O)CCC1=O>CC(C)=O.[N+]([O-])([O-])=O.[Ag+]>[Br:23][C:22]#[C:21][C:3]1[C:4]([C:19]#[N:20])=[N:5][N:6]([C:7]2[C:8]([Cl:18])=[CH:9][C:10]([C:14]([F:15])([F:17])[F:16])=[CH:11][C:12]=2[Cl:13])[C:2]=1[Cl:1] |f:3.4|. Procedure: To a stirred solution of 5-chloro-3-cyano-1-(2,6-dichloro-4-trifluoromethylphenyl)4-ethynylpyrazole (0.499 g) in acetone (5 ml) was added N-bromosuccinimide (0.244 g) followed by silver nitrate (0.023 g). Stirring was continued for one hour then the reaction mixture was evaporated to dryness. The residue was partitioned between ether and water. The aqueous layer was separated and extracted with ether. The combined organic layers were washed with brine, dried (Na2SO4) and evaporated. The residue ...